This data is from the Open Reaction Database (ORD), a public repository of structured organic reaction records. The task is: describe an organic reaction: reactants, conditions, products, and yield Starting materials: C(CCCCCCC\C=C/CCCCCCCC)(=O)O (oleic acid), C(O)CN (ethanolamine), O (water). Run in CCCCCC (hexane). The product is C(CCCCCCC\C=C/CCCCCCCC)(=O)NCCO (N-oleoyl ethanolamine). Reaction SMILES: [C:1]([OH:20])(=O)[CH2:2][CH2:3][CH2:4][CH2:5][CH2:6][CH2:7][CH2:8]/[CH:9]=[CH:10]\[CH2:11][CH2:12][CH2:13][CH2:14][CH2:15][CH2:16][CH2:17][CH3:18].[CH2:21]([CH2:23][NH2:24])[OH:22].O>CCCCCC>[C:1]([NH:24][CH2:23][CH2:21][OH:22])(=[O:20])[CH2:2][CH2:3][CH2:4][CH2:5][CH2:6][CH2:7][CH2:8]/[CH:9]=[CH:10]\[CH2:11][CH2:12][CH2:13][CH2:14][CH2:15][CH2:16][CH2:17][CH3:18]. Reported procedure: In an exemplary embodiment, 1 mmol oleic acid was reacted with 1 mmol ethanolamine in 1.5 mL hexane at 65° C. for 3 hours in the presence 30% lipase and 10 μL water. N-oleoyl ethanolamine with 96.6% purity was obtained and all oleic acid was consumed. In another exemplary embodiment, when the synthesis was conducted on a large scale (50 mmol of each of the reactants), the purity of N-oleoyl ethanolamine after crystallization purification was 96.1%. More examples of reacting the alkanolamine and ... Starting materials: Cc1cccc(-c2oc(C)nc2C(=O)Nc2cnn(Cc3cnc(C(C)O[Si](C)(C)C(C)(C)C)o3)n2)c1, CCCC[N+](CCCC)(CCCC)CCCC, C1CCOC1, [F-], N#N. Product: Cc1cccc(-c2oc(C)nc2C(=O)Nc2cnn(Cc3cnc(C(C)O)o3)n2)c1. RXN SMILES: [C:3]([Si:4]([CH3:5])([CH3:6])[O:8][CH:9]([CH3:10])[c:11]1[o:12][c:13]([CH2:16][n:17]2[n:18][cH:19][c:20]([NH:22][C:23](=[O:24])[c:25]3[n:26][c:27]([CH3:37])[o:28][c:29]3-[c:30]3[cH:31][c:32]([CH3:36])[cH:33][cH:34][cH:35]3)[n:21]2)[cH:14][n:15]1)([CH3:7])([CH3:38])[CH3:39].[CH2:41]([N+:42]([CH2:43][CH2:44][CH2:45][CH3:46])([CH2:47][CH2:48][CH2:49][CH3:50])[CH2:51][CH2:52][CH2:53][CH3:54])[CH2:55][CH2:56][CH3:57].[CH2:58]1[O:59][CH2:60][CH2:61][CH2:62]1.[F-:40].[N:1]#[N:2]>>[OH:8][CH:9]([CH3:10])[c:11]1[o:12][c:13]([CH2:16][n:17]2[n:18][cH:19][c:20]([NH:22][C:23](=[O:24])[c:25]3[n:26][c:27]([CH3:37])[o:28][c:29]3-[c:30]3[cH:31][c:32]([CH3:36])[cH:33][cH:34][cH:35]3)[n:21]2)[cH:14][n:15]1. Reactants: CCCCCCCCC=CCCCCCCCC(=O)Nc1ccc(N)cc1, CC(=O)OCC(C)(C)C(OC(C)=O)C(=O)NCCC(=O)O. The product is CCCCCCCCC=CCCCCCCCC(=O)Nc1ccc(NC(=O)CCNC(=O)C(OC(C)=O)C(C)(C)COC(C)=O)cc1. Reaction SMILES: [C:1]([CH2:2][CH2:3][CH2:4][CH2:5][CH2:6][CH2:7][CH2:8][CH:9]=[CH:10][CH2:11][CH2:12][CH2:13][CH2:14][CH2:15][CH2:16][CH2:17][CH3:18])(=[O:19])[NH:20][c:21]1[cH:22][cH:23][c:24]([NH2:25])[cH:26][cH:27]1.[C:28]([CH3:29])(=[O:30])[O:31][CH:32]([C:33](=[O:34])[NH:35][CH2:36][CH2:37][C:38](=[O:39])[OH:40])[C:41]([CH2:42][O:43][C:44]([CH3:45])=[O:46])([CH3:47])[CH3:48]>>[C:1]([CH2:2][CH2:3][CH2:4][CH2:5][CH2:6][CH2:7][CH2:8][CH:9]=[CH:10][CH2:11][CH2:12][CH2:13][CH2:14][CH2:15][CH2:16][CH2:17][CH3:18])(=[O:19])[NH:20][c:21]1[cH:22][cH:23][c:24]([NH:25][C:38]([CH2:37][CH2:36][NH:35][C:33]([CH:32]([O:31][C:28]([CH3:29])=[O:30])[C:41]([CH2:42][O:43][C:44]([CH3:45])=[O:46])([CH3:47])[CH3:48])=[O:34])=[O:39])[cH:26][cH:27]1. Reactants: C1(=CC=CC=C1)C1=CNC(C2=CC=CC=C12)=O (4-phenyl-1(2H)-isoquinolone), C(Cl)C1CO1 (epichlorohydrin), [H-].[Na+] (sodium hydride). Solvent: CN(C=O)C (dimethylformamide). Conditions: time 8 hour. The product is O1C(CN2C(C3=CC=CC=C3C(=C2)C2=CC=CC=C2)=O)C1 (2-(2,3-epoxypropyl)-4-phenyl-1(2H)-isoquinolone). Isolated yield 179.0%. RXN SMILES: [C:1]1([C:7]2[C:16]3[C:11](=[CH:12][CH:13]=[CH:14][CH:15]=3)[C:10](=[O:17])[NH:9][CH:8]=2)[CH:6]=[CH:5][CH:4]=[CH:3][CH:2]=1.[CH2:18]([CH:20]1[O:22][CH2:21]1)Cl.[H-].[Na+]>CN(C)C=O>[O:22]1[CH2:21][CH:20]1[CH2:18][N:9]1[CH:8]=[C:7]([C:1]2[CH:2]=[CH:3][CH:4]=[CH:5][CH:6]=2)[C:16]2[C:11](=[CH:12][CH:13]=[CH:14][CH:15]=2)[C:10]1=[O:17] |f:2.3|. Reported procedure: 22 g of 4-phenyl-1(2H)-isoquinolone, 4.1 g of epichlorohydrin and 4.3 g of sodium hydride were added to 500 ml of dimethylformamide, and the mixture was stirred overnight at room temperature. Thereafter, the solvent was distilled off, and chloroform and water were added to the residue. The mixture was thoroughly shaked, and the chloroform layer was separated and dried over magnesium sulfate. The solvent was distilled off, and the residue was recrystallized from ethyl acetate to obtain 22 g (80% ... Starting materials: CNCC=1C=NC(=NC1)C (N-methyl-1-(2-methylpyrimidin-5-yl)methanamine), FC(C=1C=C(C=C(C1)C(F)(F)F)C1=NN(C=N1)\C=C/C(=O)O)(F)F ((Z)-3-(3-(3,5-bis(trifluoromethyl)phenyl)-1H-1,2,4-triazol-1-yl)acrylic acid), CCN(C(C)C)C(C)C (DIPEA), C(CC)P1(OP(OP(O1)(=O)CCC)(=O)CCC)=O (T3P). The solvent is ClCCl (dichloromethane), CO (Methanol), ClCCl (dichloromethane), ClCCl (dichloromethane). Run at temperature -20 celsius, time 30 minute. Yields the product FC(C=1C=C(C=C(C1)C(F)(F)F)C1=NN(C=N1)\C=C/C(=O)N(CC=1C=NC(=NC1)C)C)(F)F ((Z)-3-(3-(3,5-bis(trifluoromethyl)phenyl)-1H-1,2,4-triazol-1-yl)-N-methyl-N-((2-methylpyrimidin-5-yl)methyl)acrylamide). Isolated yield 4.2%. Reaction SMILES: [CH3:1][NH:2][CH2:3][C:4]1[CH:5]=[N:6][C:7]([CH3:10])=[N:8][CH:9]=1.[F:11][C:12]([F:34])([F:33])[C:13]1[CH:14]=[C:15]([C:23]2[N:27]=[CH:26][N:25](/[CH:28]=[CH:29]\[C:30]([OH:32])=O)[N:24]=2)[CH:16]=[C:17]([C:19]([F:22])([F:21])[F:20])[CH:18]=1.C(P1(=O)OP(CCC)(=O)OP(CCC)(=O)O1)CC.CCN(C(C)C)C(C)C>ClCCl.CO>[F:34][C:12]([F:11])([F:33])[C:13]1[CH:14]=[C:15]([C:23]2[N:27]=[CH:26][N:25](/[CH:28]=[CH:29]\[C:30]([N:2]([CH3:1])[CH2:3][C:4]3[CH:5]=[N:6][C:7]([CH3:10])=[N:8][CH:9]=3)=[O:32])[N:24]=2)[CH:16]=[C:17]([C:19]([F:22])([F:21])[F:20])[CH:18]=1. Procedure details: In a 25 mL, 3N round-bottomed flask equipped with nitrogen inlet, N-methyl-1-(2-methylpyrimidin-5-yl)methanamine (1) (0.1 g, 1.0 eq.) and (Z)-3-(3-(3,5-bis(trifluoromethyl)phenyl)-1H-1,2,4-triazol-1-yl)acrylic acid (0.178 g, 0.7 eq.) was charged along with dichloromethane (2 mL, 10 V). The reaction mixture was cooled to −20° C. and then added T3P (50% in EtOAc) (0.550 mL, 1.2 eq.) followed by DIPEA (0.250 mL, 2 eq.) was added to reaction mixture. The clear reaction mixture was stirred at −20° C.... Reactants: [H-].[Na+] (sodium hydride), C(C)(C)(C)OC(=O)N1CCN(CC1)C1=C(C=CC(=C1)NS(=O)(=O)C1=CC(=CC=C1)OC(F)F)OC (4-[5-(3-Difluoromethoxy-benzenesulfonylamino)-2-methoxy-phenyl]-piperazine-1-carboxylic acid tert-butyl ester), CI (methyliodide). Solvent: CN(C=O)C (dimethylformamide), CN(C=O)C (dimethylformamide). Conditions: temperature 60 celsius, time 30 minute. Yields the product C(C)(C)(C)OC(=O)N1CCN(CC1)C1=C(C=CC(=C1)N(C)S(=O)(=O)C1=CC(=CC=C1)OC(F)F)OC (4-{5-[(3-difluoromethoxy-benzenesulfonyl)-methyl-amino]-2-methoxy-phenyl}-piperazine-1-carboxylic Acid tert-butyl Ester). Yield: 95.1%. As a reaction SMILES: [H-].[Na+].[C:3]([O:7][C:8]([N:10]1[CH2:15][CH2:14][N:13]([C:16]2[CH:21]=[C:20]([NH:22][S:23]([C:26]3[CH:31]=[CH:30][CH:29]=[C:28]([O:32][CH:33]([F:35])[F:34])[CH:27]=3)(=[O:25])=[O:24])[CH:19]=[CH:18][C:17]=2[O:36][CH3:37])[CH2:12][CH2:11]1)=[O:9])([CH3:6])([CH3:5])[CH3:4].[CH3:38]I>CN(C)C=O>[C:3]([O:7][C:8]([N:10]1[CH2:15][CH2:14][N:13]([C:16]2[CH:21]=[C:20]([N:22]([S:23]([C:26]3[CH:31]=[CH:30][CH:29]=[C:28]([O:32][CH:33]([F:34])[F:35])[CH:27]=3)(=[O:25])=[O:24])[CH3:38])[CH:19]=[CH:18][C:17]=2[O:36][CH3:37])[CH2:12][CH2:11]1)=[O:9])([CH3:6])([CH3:5])[CH3:4] |f:0.1|. Procedure details: To a suspension of 0.015 g (0.374 mmol) of sodium hydride (60% in paraffin oil) in 2 mL of dimethylformamide 0.16 g of 4-[5-(3-Difluoromethoxy-benzenesulfonylamino)-2-methoxy-phenyl]-piperazine-1-carboxylic acid tert-butyl ester (0.311 mmol) from preparation example 1 were added at room temperature. After stirring for 30 minutes at 60° C., a solution of 0.053 g methyliodide (0.374 mmol) in 1 mL dimethylformamide were added dropwise. Stirring was continued for 16 h at room temperature before the ...